Dataset: the Open Reaction Database (ORD), a public repository of structured organic reaction records. Task: describe an organic reaction: reactants, conditions, products, and yield The reactants are C(C)(C)(C)OC(=O)N1C[C@H]2[C@@H](C1)CN(C2)C=2C=NC=C(C(=O)O)C2 (5-((3aR,6aS)-5-(tert-butoxycarbonyl)hexahydropyrrolo[3,4-c]pyrrol-2(1H)-yl)nicotinic Acid), IC=1C=C(N)C=CC1 (3-iodoaniline). Yields the product IC=1C=C(C=CC1)NC(=O)C=1C=C(C=NC1)N1C[C@@H]2[C@H](C1)CN(C2)C(=O)OC(C)(C)C ((3aR,6aS)-tert-butyl 5-(5-(3-iodophenylcarbamoyl)pyridin-3-yl)hexahydropyrrolo[3,4-c]pyrrole-2(1H)-carboxylate). As a reaction SMILES: [C:1]([O:5][C:6]([N:8]1[CH2:12][C@H:11]2[CH2:13][N:14]([C:16]3[CH:17]=[N:18][CH:19]=[C:20]([CH:24]=3)[C:21]([OH:23])=O)[CH2:15][C@H:10]2[CH2:9]1)=[O:7])([CH3:4])([CH3:3])[CH3:2].[I:25][C:26]1[CH:27]=[C:28]([CH:30]=[CH:31][CH:32]=1)[NH2:29]>>[I:25][C:26]1[CH:27]=[C:28]([NH:29][C:21]([C:20]2[CH:24]=[C:16]([N:14]3[CH2:13][C@@H:11]4[CH2:12][N:8]([C:6]([O:5][C:1]([CH3:2])([CH3:3])[CH3:4])=[O:7])[CH2:9][C@@H:10]4[CH2:15]3)[CH:17]=[N:18][CH:19]=2)=[O:23])[CH:30]=[CH:31][CH:32]=1. Reported procedure: The product from Example 33B and 3-iodoaniline were processed as described in Example 33C to provide the title compound. MS (APCI) m/z 535 (M+H)+.